This data is from the Open Reaction Database (ORD), a public repository of structured organic reaction records. The task is: describe an organic reaction: reactants, conditions, products, and yield The reactants are CNC(C)=O (N-methyl acetamide), C(C=CC1=CC=CC=C1)(=O)Cl (cinnamoyl chloride), CC#N.C(=O)=O (CH3CN CO2), N1=CC=CC=C1 (pyridine). Solvent: C(Cl)Cl (CH2Cl2), C(Cl)Cl (CH2Cl2). Conditions: time 20 minute. The product is C(C=CC1=CC=CC=C1)(=O)N(C(C)=O)C (N-cinnamoyl-N-methyl acetamide). Reaction SMILES: [C:1](Cl)(=[O:10])[CH:2]=[CH:3][C:4]1[CH:9]=[CH:8][CH:7]=[CH:6][CH:5]=1.CC#N.C(=O)=O.N1C=CC=CC=1.[CH3:24][NH:25][C:26](=[O:28])[CH3:27]>C(Cl)Cl>[C:1]([N:25]([CH3:24])[C:26](=[O:28])[CH3:27])(=[O:10])[CH:2]=[CH:3][C:4]1[CH:9]=[CH:8][CH:7]=[CH:6][CH:5]=1 |f:1.2|. Procedure: A dry, 3-necked, round-bottomed flask equipped with a mechanical stirrer under an inert atmosphere is charged with 41.6 g (0.25 mol, ) of cinnamoyl chloride (available from Aldrich Chemical Company, Inc. of Milwaukee, Wis.) and 150 mL of CH2Cl2 (available from Aldrich Chemical Company). The stirred, homogeneous solution is cooled to −40° C. (CH3CN/CO2 bath), and 22.0 mL (0.275 mol) of pyridine (available from Aldrich Chemical Company) is added slowly (keeping solution temperature below −30° C.) ... The reactants are BrC1=CC=C(S1)C(=O)C=1NC(NC1C)=O (4-[(5-bromo-2-thienyl)carbonyl]-5-methyl-1,3-dihydro-2H-imidazol-2-one), cuprous cyanide, CN(C=O)C (dimethylformamide), ferric chloride, Cl (hydrochloric acid). Run in O (water). Product: C(#N)C1=CC=C(S1)C(=O)C=1NC(NC1C)=O (4-[(5-Cyano-2-thienyl)carbonyl]-5-methyl-1,3-dihydro-2H-imidazol-2-one). Reaction SMILES: Br[C:2]1[S:6][C:5]([C:7]([C:9]2[NH:10][C:11](=[O:15])[NH:12][C:13]=2[CH3:14])=[O:8])=[CH:4][CH:3]=1.[CH3:16][N:17](C)C=O.Cl>O>[C:16]([C:2]1[S:6][C:5]([C:7]([C:9]2[NH:10][C:11](=[O:15])[NH:12][C:13]=2[CH3:14])=[O:8])=[CH:4][CH:3]=1)#[N:17]. Procedure: A stirred mixture of 4-[(5-bromo-2-thienyl)carbonyl]-5-methyl-1,3-dihydro-2H-imidazol-2-one (10 grams, 0.034 mole), cuprous cyanide (3.0 grams, 0.034 mole) and dimethylformamide (150 ml) are refluxed for 4 hours. The resulting mixture is poured into a solution of 200 grams ferric chloride and 50 ml concentrated hydrochloric acid in 300 ml water. After the reaction mixture is maintained at 60°-70° C. for 20 minutes, the layers were separated. The aqueous layer is extracted with toluene and the co...